The task is: describe an organic reaction: reactants, conditions, products, and yield. This data is from the Open Reaction Database (ORD), a public repository of structured organic reaction records. Reactants: CC1=CC=NC=2N(C(C=3N(C21)C=CC3)=O)CC(=O)OC (Methyl 2-(1-methyl-6-oxopyrido[2,3-e]pyrrolo[1,2-a]pyrazin-5(6H)-yl)acetate), [Li+].[OH-] (LiOH). The solvent is CO.O.C1CCOC1 (MeOH H2O THF). Run at time 16 hour. The product is CC1=CC=NC=2N(C(C=3N(C21)C=CC3)=O)CC(=O)O (2-(1-Methyl-6-oxopyrido[2,3-e]pyrrolo[1,2-a]pyrazin-5(6H)-yl)acetic acid). The yield is 72.5%. As a reaction SMILES: [CH3:1][C:2]1[C:11]2[N:10]3[CH:12]=[CH:13][CH:14]=[C:9]3[C:8](=[O:15])[N:7]([CH2:16][C:17]([O:19]C)=[O:18])[C:6]=2[N:5]=[CH:4][CH:3]=1.[Li+].[OH-]>CO.O.C1COCC1>[CH3:1][C:2]1[C:11]2[N:10]3[CH:12]=[CH:13][CH:14]=[C:9]3[C:8](=[O:15])[N:7]([CH2:16][C:17]([OH:19])=[O:18])[C:6]=2[N:5]=[CH:4][CH:3]=1 |f:1.2,3.4.5|. Procedure: Methyl 2-(1-methyl-6-oxopyrido[2,3-e]pyrrolo[1,2-a]pyrazin-5(6H)-yl)acetate (517 mg, 1.91 mmol) was dissolved in 20 mL of MeOH/H2O/THF (1:1:4). LiOH (68.5 mg, 2.86 mmol) was added. The mixture was stirred at room temperature for 16 hours. The solvents were removed and residue was dissolved in water, washed with ether, then neutralized with 2N HCl to pH=3. 356 mg (73%) white solid was obtained after filtration and dried under vacuum. 1H NMR (400 MHz, DMSO) δ 12.90 (s, 1H), 8.27-8.17 (m, 2H), 7.29... Starting materials: ClCC1=C(N=C(S1)C1=CC=C(C=C1)C(F)(F)F)COC1OCCCC1 (5-(chloromethyl)-4-[(tetrahydro-2H-pyran-2-yloxy)methyl]-2-[4-(trifluoromethyl)phenyl]-1,3-thiazole), CC(C(=O)OCC)(C)OC1=CC=C(C=C1)S (ethyl 2-methyl-2-(4-sulfanylphenoxy)propanoate), C([O-])([O-])=O.[Cs+].[Cs+] (cesium carbonate). The solvent is CC#N (CH3CN), CC#N (CH3CN). Conditions: time 2 hour. The product is CC(C(=O)OCC)(C)OC1=CC=C(C=C1)SCC1=C(N=C(S1)C1=CC=C(C=C1)C(F)(F)F)COC1OCCCC1 (Ethyl 2-methyl-2-{4-[({4-[(tetrahydro-2H-pyran-2-yloxy)methyl]-2-[4-(trifluoromethyl)phenyl]-1,3-thiazol-5-yl}methyl)sulfanyl]phenoxy}propanoate). Isolated yield 100.0%. As a reaction SMILES: Cl[CH2:2][C:3]1[S:7][C:6]([C:8]2[CH:13]=[CH:12][C:11]([C:14]([F:17])([F:16])[F:15])=[CH:10][CH:9]=2)=[N:5][C:4]=1[CH2:18][O:19][CH:20]1[CH2:25][CH2:24][CH2:23][CH2:22][O:21]1.C(=O)([O-])[O-].[Cs+].[Cs+].[CH3:32][C:33]([O:40][C:41]1[CH:46]=[CH:45][C:44]([SH:47])=[CH:43][CH:42]=1)([CH3:39])[C:34]([O:36][CH2:37][CH3:38])=[O:35]>CC#N>[CH3:39][C:33]([O:40][C:41]1[CH:42]=[CH:43][C:44]([S:47][CH2:2][C:3]2[S:7][C:6]([C:8]3[CH:13]=[CH:12][C:11]([C:14]([F:17])([F:16])[F:15])=[CH:10][CH:9]=3)=[N:5][C:4]=2[CH2:18][O:19][CH:20]2[CH2:25][CH2:24][CH2:23][CH2:22][O:21]2)=[CH:45][CH:46]=1)([CH3:32])[C:34]([O:36][CH2:37][CH3:38])=[O:35] |f:1.2.3|. Reported procedure: To a 250ml round-bottom flask equipped with a magnetic stir-bar and N2inlet was added 5-(chloromethyl)-4-[(tetrahydro-2H-pyran-2-yloxy)methyl]-2-[4-(trifluoromethyl)phenyl]-1,3-thiazole (7.87g, 20.09mmoles, 1eq) and dry CH3CN (100ml, 0.27M). Solid cesium carbonate (16.4g, 50.22mmoles, 2.5eq) was added all at once followed by the quick addition of ethyl 2-methyl-2-(4-sulfanylphenoxy)propanoate (5.79g, 24.11mmoles, 1.2eq) in dry CH3CN (10ml). The reaction was allowed to stir at room temperature fo... The reactants are [OH-].[Na+] (Sodium hydroxide), Cl (hydrogen chloride), ClC=1C=C(C=C(C1)Cl)[C@@H]1N(CC[C@H](C1)C(CC(=O)OCC)=O)C(=O)OC (Trans-methyl 2-(3,5-dichlorophenyl)-4-(3-ethoxy-3-oxopropanoyl)piperidine-1-carboxylate), NO (Hydroxylamine). Run in O (water), CO (MeOH). Conditions: temperature -40 celsius, time 20 minute. Product: ClC=1C=C(C=C(C1)Cl)[C@@H]1N(CC[C@H](C1)C1=CC(NO1)=O)C(=O)OC (trans-methyl 2-(3,5-dichlorophenyl)-4-(3-oxo-2,3-dihydroisoxazol-5-yl)piperidine-1-carboxylate). The yield is 54.2%. RXN SMILES: [Cl:1][C:2]1[CH:3]=[C:4]([C@H:9]2[CH2:14][C@H:13]([C:15](=[O:22])[CH2:16][C:17](OCC)=[O:18])[CH2:12][CH2:11][N:10]2[C:23]([O:25][CH3:26])=[O:24])[CH:5]=[C:6]([Cl:8])[CH:7]=1.[OH-].[Na+].[NH2:29]O.Cl>CO.O>[Cl:1][C:2]1[CH:3]=[C:4]([C@H:9]2[CH2:14][C@H:13]([C:15]3[O:22][NH:29][C:17](=[O:18])[CH:16]=3)[CH2:12][CH2:11][N:10]2[C:23]([O:25][CH3:26])=[O:24])[CH:5]=[C:6]([Cl:8])[CH:7]=1 |f:1.2|. Procedure details: Trans-methyl 2-(3,5-dichlorophenyl)-4-(3-ethoxy-3-oxopropanoyl)piperidine-1-carboxylate (0.6 g, 1.49 mmol) (from example 55, step 1) was dissolved in MeOH (6.11 mL) and cooled to −40° C. under nitrogen. Sodium hydroxide (0.393 mL, 1.49 mmol) in water (0.611 mL) was added and the mixture stirred at −40° C. for 20 min. Hydroxylamine (50% by weight in water, 0.091 mL, 1.49 mmol) was added and stirring continued at −40° C. for 3.5 h. The reaction mixture was then transferred to a preheated 80° C. so... Starting materials: CNC(=O)C1=C(C=C(C=C1)NC1(CC1)C(=O)O)F (1-(4-(methylcarbamoyl)-3-fluorophenylamino)cyclopropanecarboxylic acid), FC(C1=C(C#N)C=CC(=C1)N=C=S)(F)F (2-(trifluoromethyl)-4-isothiocyanatobenzonitrile). Reaction conditions: temperature 140 celsius. Yields the product C(#N)C1=C(C=C(C=C1)NC(=O)C1(CC1)NC1=CC(=C(C(=O)NC)C=C1)F)C(F)(F)F (4-(1-(4-cyano-3-(trifluoromethyl)phenylcarbamoyl)cyclopropylamino)-2-fluoro-N-methylbenzamide). Yield: 12.0%. RXN SMILES: [CH3:1][NH:2][C:3]([C:5]1[CH:10]=[CH:9][C:8]([NH:11][C:12]2([C:15]([OH:17])=O)[CH2:14][CH2:13]2)=[CH:7][C:6]=1[F:18])=[O:4].[F:19][C:20]([F:33])([F:32])[C:21]1[CH:28]=[C:27]([N:29]=C=S)[CH:26]=[CH:25][C:22]=1[C:23]#[N:24]>>[C:23]([C:22]1[CH:25]=[CH:26][C:27]([NH:29][C:15]([C:12]2([NH:11][C:8]3[CH:9]=[CH:10][C:5]([C:3]([NH:2][CH3:1])=[O:4])=[C:6]([F:18])[CH:7]=3)[CH2:13][CH2:14]2)=[O:17])=[CH:28][C:21]=1[C:20]([F:19])([F:32])[F:33])#[N:24]. Procedure: A mixture of 1-(4-(methylcarbamoyl)-3-fluorophenylamino)cyclopropanecarboxylic acid (200 mg, 0.79 mmol) and 2-(trifluoromethyl)-4-isothiocyanatobenzonitrile (270 mg, 1.18 mmol) was heated at 140° C. for 3 h. The crude product was purified by silica gel chromatography (100-200 mesh silica, 5% acetone in DCM as eluant) to get 40 mg of 4-(1-(4-cyano-3-(trifluoromethyl)phenylcarbamoyl)cyclopropylamino)-2-fluoro-N-methylbenzamide, M+1: 421. Starting materials: aqueous solution, Cl (HCl), ClC1=C(C=C(C(=C1)Cl)C)S(=O)(=O)Cl (2,4-dichloro-5-methylbenzenesulfonyl chloride), solution, O1C(=CC=C1)CNC(C1=C(C=CC(=C1)N)OC=1C=C(C=NC1)Cl)=O (N-(2-furanylmethyl) 5-amino-2-(3-chloro-5-pyridyloxy)benzamide), N1=CC=CC=C1 (pyridine). Solvent: C1CCOC1.C(Cl)Cl (THF CH2Cl2). Conditions: time 21 hour. Yields the product O1C(=CC=C1)CNC(C1=C(C=CC(=C1)NS(=O)(=O)C1=C(C=C(C(=C1)C)Cl)Cl)OC=1C=C(C=NC1)Cl)=O (N-(2-furanylmethyl) 5-(2,4-dichloro-5-methylbenzenesulfonamido)-2-(3-chloro-5-pyridyloxy)benzamide). Yield: 89.6%. RXN SMILES: [O:1]1[CH:5]=[CH:4][CH:3]=[C:2]1[CH2:6][NH:7][C:8](=[O:24])[C:9]1[CH:14]=[C:13]([NH2:15])[CH:12]=[CH:11][C:10]=1[O:16][C:17]1[CH:18]=[C:19]([Cl:23])[CH:20]=[N:21][CH:22]=1.N1C=CC=CC=1.[Cl:31][C:32]1[CH:37]=[C:36]([Cl:38])[C:35]([CH3:39])=[CH:34][C:33]=1[S:40](Cl)(=[O:42])=[O:41].Cl>C1COCC1.C(Cl)Cl>[O:1]1[CH:5]=[CH:4][CH:3]=[C:2]1[CH2:6][NH:7][C:8](=[O:24])[C:9]1[CH:14]=[C:13]([NH:15][S:40]([C:33]2[CH:34]=[C:35]([CH3:39])[C:36]([Cl:38])=[CH:37][C:32]=2[Cl:31])(=[O:42])=[O:41])[CH:12]=[CH:11][C:10]=1[O:16][C:17]1[CH:18]=[C:19]([Cl:23])[CH:20]=[N:21][CH:22]=1 |f:4.5|. Reported procedure: To a 0.2 M solution of N-(2-furanylmethyl) 5-amino-2-(3-chloro-5-pyridyloxy)benzamide (2.6 g, 7.6 mmol, prepared in Example 35.3) in a 1:1 THF/CH2Cl2 solution was added pyridine (0.67 mL, 8.3 mmol) followed by 2,4-dichloro-5-methylbenzenesulfonyl chloride (2.16 g, 8.3 mmol). The resulting mixture was stirred for 21 hr. A 1 M aqueous solution of HCl (100 mL) was added and the crude reaction mixture was extracted 3× with EtOAc (100 mL). The organic layers were combined and washed once with a brine... Reactants: O=C([O-])[O-], CCOC(=O)c1c[nH]c2cc(F)c(F)cc2c1=O, CI, CN(C)C=O, [K+], [K+], O. Yields the product CCOC(=O)c1cn(C)c2cc(F)c(F)cc2c1=O. As a reaction SMILES: [C:21](=[O:22])([O-:23])[O-:24].[CH2:1]([CH3:2])[O:3][C:4](=[O:5])[c:6]1[cH:7][nH:8][c:9]2[cH:10][c:11]([F:18])[c:12]([F:17])[cH:13][c:14]2[c:15]1=[O:16].[CH3:19][I:20].[CH3:28][N:29]([CH3:30])[CH:31]=[O:32].[K+:25].[K+:26].[OH2:27]>>[CH2:1]([CH3:2])[O:3][C:4](=[O:5])[c:6]1[cH:7][n:8]([CH3:21])[c:9]2[cH:10][c:11]([F:18])[c:12]([F:17])[cH:13][c:14]2[c:15]1=[O:16].